Dataset: the Open Reaction Database (ORD), a public repository of structured organic reaction records. Task: describe an organic reaction: reactants, conditions, products, and yield RXN SMILES: [CH3:1][O:2][C:3]([CH2:4][CH2:5][NH:6][C:7](=[O:8])[c:9]1[s:10][c:11]([CH:14]([CH2:15][CH3:16])[O:17][c:18]2[cH:19][c:20]([CH3:35])[c:21](-[c:25]3[cH:26][cH:27][c:28]([C:31]([F:32])([F:33])[F:34])[cH:29][cH:30]3)[c:22]([CH3:24])[cH:23]2)[cH:12][cH:13]1)=[O:36].[CH3:40][OH:41].[ClH:39].[Na+:38].[OH-:37]>>[O:2]=[C:3]([CH2:4][CH2:5][NH:6][C:7](=[O:8])[c:9]1[s:10][c:11]([CH:14]([CH2:15][CH3:16])[O:17][c:18]2[cH:19][c:20]([CH3:35])[c:21](-[c:25]3[cH:26][cH:27][c:28]([C:31]([F:32])([F:33])[F:34])[cH:29][cH:30]3)[c:22]([CH3:24])[cH:23]2)[cH:12][cH:13]1)[OH:36]. The product is CCC(Oc1cc(C)c(-c2ccc(C(F)(F)F)cc2)c(C)c1)c1ccc(C(=O)NCCC(=O)O)s1. Reactants: CCC(Oc1cc(C)c(-c2ccc(C(F)(F)F)cc2)c(C)c1)c1ccc(C(=O)NCCC(=O)OC)s1, CO, Cl, [Na+], [OH-]. The reactants are 795, BrN1C(CCC1=O)=O (N-bromosuccinimide), C(C1=CC=CC=C1)(=O)OOC(C1=CC=CC=C1)=O (benzoylperoxide), CC=1OC(=C(N1)C)C (2,4,5-trimethyloxazole). Run in ClC(Cl)(Cl)Cl (tetrachloromethane). Run at time 1 hour. Product: 42.7, BrCC1=C(N=C(O1)C)C (5-(bromomethyl)-2,4-dimethyloxazole). Yield: 99.9%. RXN SMILES: [Br:1]N1C(=O)CCC1=O.C(OOC(=O)C1C=CC=CC=1)(=O)C1C=CC=CC=1.[CH3:27][C:28]1[O:29][C:30]([CH3:34])=[C:31]([CH3:33])[N:32]=1>ClC(Cl)(Cl)Cl>[Br:1][CH2:34][C:30]1[O:29][C:28]([CH3:27])=[N:32][C:31]=1[CH3:33]. Reported procedure: To a mixture of 795 parts of dry tetrachloromethane, 40.1 parts of N-bromosuccinimide and a few parts of benzoylperoxide there were added 25 parts of 2,4,5-trimethyloxazole under a nitrogen atmosphere. The whole was stirred for 1 hour at reflux temperature. After cooling in an ice/salt bath, the reaction mixture was filtered and the filtrate was evaporated, yielding 42.7 parts (99.9%) of 5-(bromomethyl)-2,4-dimethyloxazole (interm. 9).